This data is from the Open Reaction Database (ORD), a public repository of structured organic reaction records. The task is: describe an organic reaction: reactants, conditions, products, and yield The reactants are CCO, [Cl-], [Fe], O=[N+]([O-])c1cccc(COc2cccc(Br)c2)c1, [NH4+], C1CCOC1, O. The product is Nc1cccc(COc2cccc(Br)c2)c1. Reaction SMILES: [CH3:22][CH2:23][OH:24].[Cl-:19].[Fe:30].[N+:1]([O-:2])(=[O:3])[c:4]1[cH:5][c:6]([CH2:10][O:11][c:12]2[cH:13][c:14]([Br:18])[cH:15][cH:16][cH:17]2)[cH:7][cH:8][cH:9]1.[NH4+:20].[O:25]1[CH2:26][CH2:27][CH2:28][CH2:29]1.[OH2:21]>>[NH2:1][c:4]1[cH:5][c:6]([CH2:10][O:11][c:12]2[cH:13][c:14]([Br:18])[cH:15][cH:16][cH:17]2)[cH:7][cH:8][cH:9]1.